Dataset: the Open Reaction Database (ORD), a public repository of structured organic reaction records. Task: describe an organic reaction: reactants, conditions, products, and yield Procedure details: In a round bottom flask containing 6-[6-amino-5-(4-phenoxy-phenyl)-pyrimidin-4-ylamino]-2-aza-spiro[3.3]heptane-2-carboxylic acid tert-butyl ester (167.23 mg; 0.35 mmol; 1.00 eq.) in methanol (5.00 ml) was added hydrogen chloride (1.80 ml; 3.53 mmol; 10.00 eq.). The reaction was stirred for 16 h before it was concentrated and carried to the next step. Reaction SMILES: C(OC([N:8]1[CH2:11][C:10]2([CH2:14][CH:13]([NH:15][C:16]3[C:21]([C:22]4[CH:27]=[CH:26][C:25]([O:28][C:29]5[CH:34]=[CH:33][CH:32]=[CH:31][CH:30]=5)=[CH:24][CH:23]=4)=[C:20]([NH2:35])[N:19]=[CH:18][N:17]=3)[CH2:12]2)[CH2:9]1)=O)(C)(C)C.Cl>CO>[O:28]([C:25]1[CH:24]=[CH:23][C:22]([C:21]2[C:16]([NH:15][CH:13]3[CH2:14][C:10]4([CH2:9][NH:8][CH2:11]4)[CH2:12]3)=[N:17][CH:18]=[N:19][C:20]=2[NH2:35])=[CH:27][CH:26]=1)[C:29]1[CH:30]=[CH:31][CH:32]=[CH:33][CH:34]=1. Product: O(C1=CC=CC=C1)C1=CC=C(C=C1)C=1C(=NC=NC1N)NC1CC2(CNC2)C1 (5-(4-phenoxyphenyl)-N4-(2-azaspiro[3.3]heptan-6-yl)pyrimidine-4,6-diamine). Run in CO (methanol). Reactants: C(C)(C)(C)OC(=O)N1CC2(C1)CC(C2)NC2=NC=NC(=C2C2=CC=C(C=C2)OC2=CC=CC=C2)N (6-[6-amino-5-(4-phenoxy-phenyl)-pyrimidin-4-ylamino]-2-aza-spiro[3.3]heptane-2-carboxylic acid tert-butyl ester), Cl (hydrogen chloride). Reaction conditions: time 16 hour. Reactants: C=1C=CC(=C(C1)C2=NC(C(=O)NC3=C2C=C(C=C3)Cl)O)Cl (lorazepam), C([O-])([O-])=O.[K+].[K+] (potassium carbonate), IC (iodomethane). The solvent is CN(C=O)C (dimethylformamide). Conditions: time 20 hour. Yields the product CN1C=2C=CC(=CC2C(=NC(C1=O)O)C=3C=CC=CC3Cl)Cl (lormetazepam). Yield: 98.5%. RXN SMILES: [CH:1]1[CH:2]=[CH:3][C:4]([Cl:21])=[C:5]([C:7]2[C:14]3[CH:15]=[C:16]([Cl:19])[CH:17]=[CH:18][C:13]=3[NH:12][C:10](=[O:11])[CH:9]([OH:20])[N:8]=2)[CH:6]=1.[C:22](=O)([O-])[O-].[K+].[K+].IC>CN(C)C=O>[CH3:22][N:12]1[C:10](=[O:11])[CH:9]([OH:20])[N:8]=[C:7]([C:5]2[CH:6]=[CH:1][CH:2]=[CH:3][C:4]=2[Cl:21])[C:14]2[CH:15]=[C:16]([Cl:19])[CH:17]=[CH:18][C:13]1=2 |f:1.2.3|. Procedure details: To a stirring solution of lorazepam (3.21 g, 1.0×10-2 mol) in anhydrous dimethylformamide (100 ml) was added anhydrous powdered potassium carbonate (1.52 g, 1.1×10-2 mol) followed by iodomethane (0.69 ml, 1.1×10-2 mol). The mixture was stirred at room temperature for 20 hours. The solvent was evaporated under vacuum, the residue was treated with water (100 ml) and was stirred at room temperature for 2 hours. The resulting fine light yellow solid was collected by filtration and was dried under va... The reactants are CCCBr, CCOC(=O)CC(=O)OCC, Cl, [H-], [Na+], CN(C)C=O. Yields the product CCCC(C(=O)OCC)C(=O)OCC. Reaction SMILES: [Br:14][CH2:15][CH2:16][CH3:17].[C:3]([CH2:4][C:5](=[O:6])[O:7][CH2:8][CH3:9])(=[O:10])[O:11][CH2:12][CH3:13].[ClH:18].[H-:1].[Na+:2].[O:19]=[CH:20][N:21]([CH3:22])[CH3:23]>>[C:3]([CH:4]([C:5](=[O:6])[O:7][CH2:8][CH3:9])[CH2:15][CH2:16][CH3:17])(=[O:10])[O:11][CH2:12][CH3:13]. Run in ClCCl (dichloromethane). Reactants: O (water), C1(CCCCC1)[C@H]1C[C@H](N(C1)C(CP(=O)(CCCCC1=CC=CC=C1)OCC)=O)C(=O)O ((cis)-4-Cyclohexyl-1-[[ethoxy(4-phenylbutyl)phosphinyl]acetyl]-L-proline), C[Si](C)(C)C(C(=O)N)[Si](C)(C)C (bis(trimethylsilyl)acetamide), Br[Si](C)(C)C (bromotrimethylsilane). Yields the product C1(CCCCC1)[C@H]1C[C@H](N(C1)C(CP(=O)(CCCCC1=CC=CC=C1)O)=O)C(=O)O ((cis)-4-Cyclohexyl-1-[[hydroxy(4-phenylbutyl)phosphinyl]acetyl]-L-proline). Reported procedure: (cis)-4-Cyclohexyl-1-[[ethoxy(4-phenylbutyl)phosphinyl]acetyl]-L-proline, (0.83 g), bis(trimethylsilyl)acetamide (0.47 ml) and bromotrimethylsilane (0.28 ml) are stirred in 20 ml of dichloromethane for about 16 hours. A small amount of water is added and the mixture is evaporated to an oil residue (0.61 g). This material is crystallized from acetone with a recovery of 0.047 g of solid, melting point 175°-176° C. Reaction SMILES: [CH:1]1([C@@H:7]2[CH2:11][N:10]([C:12](=[O:29])[CH2:13][P:14]([O:26]CC)([CH2:16][CH2:17][CH2:18][CH2:19][C:20]3[CH:25]=[CH:24][CH:23]=[CH:22][CH:21]=3)=[O:15])[C@H:9]([C:30]([OH:32])=[O:31])[CH2:8]2)[CH2:6][CH2:5][CH2:4][CH2:3][CH2:2]1.C[Si](C([Si](C)(C)C)C(N)=O)(C)C.Br[Si](C)(C)C.O>ClCCl>[CH:1]1([C@@H:7]2[CH2:11][N:10]([C:12](=[O:29])[CH2:13][P:14]([OH:26])([CH2:16][CH2:17][CH2:18][CH2:19][C:20]3[CH:21]=[CH:22][CH:23]=[CH:24][CH:25]=3)=[O:15])[C@H:9]([C:30]([OH:32])=[O:31])[CH2:8]2)[CH2:2][CH2:3][CH2:4][CH2:5][CH2:6]1. The reactants are C1(O)=CC(O)=CC(O)=C1 (phloroglucinol), C(C)OC(=O)C1C(CCCC1C1=CC=CC=C1)=O (2-ethoxycarbonyl-3-phenylcyclohexanone), Cl (HCl). Run in C(C)O (ethanol). Yields the product OC1=CC(=CC=2OC(C3=C(C21)CCCC3C3=CC=CC=C3)=O)O (7,8,9,10-Tetrahydro-1,3-dihydroxy-7-phenyl-6H-dibenzo[b,d]pyran-6-one). Reaction SMILES: [C:1]1([CH:9]=[C:7]([OH:8])[CH:6]=[C:4]([OH:5])[CH:3]=1)[OH:2].C([O:12][C:13]([CH:15]1[CH:20]([C:21]2[CH:26]=[CH:25][CH:24]=[CH:23][CH:22]=2)[CH2:19][CH2:18][CH2:17][C:16]1=O)=O)C.Cl>C(O)C>[OH:2][C:1]1[C:9]2[C:16]3[CH2:17][CH2:18][CH2:19][CH:20]([C:21]4[CH:22]=[CH:23][CH:24]=[CH:25][CH:26]=4)[C:15]=3[C:13](=[O:12])[O:8][C:7]=2[CH:6]=[C:4]([OH:5])[CH:3]=1. Procedure: A solution of phloroglucinol (0.7 g) and 2-ethoxycarbonyl-3-phenylcyclohexanone (1.5 g) in ethanol was treated with dry HCl as described in example 1a. The product was first recrystallized from ethanol-water (1:1) and then triturated with ether. Yield 0.61 g. Reactants: O (H2O), CO (MeOH), [Li+].[OH-] (LiOH), O (H2O), O (H2O), CO (MeOH), FC(C1=CC2=C(C=C(S2)C(=O)OCC)C=C1)(F)F (ethyl 6-(trifluoromethyl)-1-benzothiophene-2-carboxylate), CO (MeOH). Solvent: C1CCOC1 (THF), C1CCOC1 (THF), C1CCOC1 (THF). Conditions: time 1 hour. The product is FC(C1=CC2=C(C=C(S2)C(=O)O)C=C1)(F)F (6-(Trifluoromethyl)-1-benzothiophene-2-carboxylic acid). RXN SMILES: [F:1][C:2]([F:18])([F:17])[C:3]1[CH:16]=[CH:15][C:6]2[CH:7]=[C:8]([C:10]([O:12]CC)=[O:11])[S:9][C:5]=2[CH:4]=1.CO.[Li+].[OH-].O>C1COCC1>[F:17][C:2]([F:1])([F:18])[C:3]1[CH:16]=[CH:15][C:6]2[CH:7]=[C:8]([C:10]([OH:12])=[O:11])[S:9][C:5]=2[CH:4]=1 |f:2.3|. Reported procedure: To ethyl 6-(trifluoromethyl)-1-benzothiophene-2-carboxylate dissolved in THF and MeOH was added a solution of LiOH in H2O (1.5 equiv). The reaction media became cloudy so H2O, MeOH and THF were added until a clear solution ensued (Final composition of media=2 THF:1 MeOH:1 H2O) (0.2 M). After 1 h, analysis showed consumption of all the starting material. A large proportion of the volatiles were removed under reduced pressure. The remaining solution was treated with 1N HCl. The precipitate was fil... The reactants are CCOC(=O)c1cc(C(C)=O)on1, OCCO, c1ccccc1. Yields the product CCOC(=O)c1cc(C2(C)OCCO2)on1. RXN SMILES: [C:1]([CH3:2])(=[O:3])[c:4]1[cH:5][c:6]([C:9](=[O:10])[O:11][CH2:12][CH3:13])[n:7][o:8]1.[OH:14][CH2:15][CH2:16][OH:17].[cH:18]1[cH:19][cH:20][cH:21][cH:22][cH:23]1>>[C:1]1([CH3:2])([c:4]2[cH:5][c:6]([C:9](=[O:10])[O:11][CH2:12][CH3:13])[n:7][o:8]2)[O:3][CH2:16][CH2:15][O:14]1.